From a dataset of the Open Reaction Database (ORD), a public repository of structured organic reaction records. describe an organic reaction: reactants, conditions, products, and yield Starting materials: CCOC(=O)CCc1cc(Cl)ccc1OCC(=O)N1CC(C)N(Cc2ccc(F)cc2)CC1C, CO, Cl, [Li+], C1CCOC1, [OH-], O, O. Yields the product CC1CN(C(=O)COc2ccc(Cl)cc2CCC(=O)O)C(C)CN1Cc1ccc(F)cc1. As a reaction SMILES: [CH2:1]([CH3:2])[O:3][C:4]([CH2:5][CH2:6][c:7]1[c:8]([O:14][CH2:15][C:16](=[O:17])[N:18]2[CH:19]([CH3:33])[CH2:20][N:21]([CH2:25][c:26]3[cH:27][cH:28][c:29]([F:32])[cH:30][cH:31]3)[CH:22]([CH3:24])[CH2:23]2)[cH:9][cH:10][c:11]([Cl:13])[cH:12]1)=[O:34].[CH3:44][OH:45].[ClH:38].[Li+:37].[O:39]1[CH2:40][CH2:41][CH2:42][CH2:43]1.[OH-:36].[OH2:35].[OH2:46]>>[O:3]=[C:4]([CH2:5][CH2:6][c:7]1[c:8]([O:14][CH2:15][C:16](=[O:17])[N:18]2[CH:19]([CH3:33])[CH2:20][N:21]([CH2:25][c:26]3[cH:27][cH:28][c:29]([F:32])[cH:30][cH:31]3)[CH:22]([CH3:24])[CH2:23]2)[cH:9][cH:10][c:11]([Cl:13])[cH:12]1)[OH:34].